This data is from the Open Reaction Database (ORD), a public repository of structured organic reaction records. The task is: describe an organic reaction: reactants, conditions, products, and yield Reactants: CCO, Cl, O=[N+]([O-])c1ccccc1N1CCc2ccccc21, c1ccccc1. Yields the product Cl, Nc1ccccc1N1CCc2ccccc21. As a reaction SMILES: [CH3:26][CH2:27][OH:28].[ClH:25].[N+:1]([O-:2])(=[O:3])[c:4]1[c:5]([N:10]2[CH2:11][CH2:12][c:13]3[cH:14][cH:15][cH:16][cH:17][c:18]32)[cH:6][cH:7][cH:8][cH:9]1.[cH:19]1[cH:20][cH:21][cH:22][cH:23][cH:24]1>>[ClH:25].[NH2:1][c:4]1[c:5]([N:10]2[CH2:11][CH2:12][c:13]3[cH:14][cH:15][cH:16][cH:17][c:18]32)[cH:6][cH:7][cH:8][cH:9]1. The reactants are CCCCCCCCCCOc1ccc(C(=O)O)cc1, O=S(Cl)Cl. Yields the product CCCCCCCCCCOc1ccc(C(=O)O)cc1, [Cl-]. Reaction SMILES: [CH2:1]([CH2:2][CH2:3][CH2:4][CH2:5][CH2:6][CH2:7][CH2:8][CH2:9][CH3:10])[O:11][c:12]1[cH:13][cH:14][c:15]([C:16](=[O:17])[OH:18])[cH:19][cH:20]1.[S:21]([Cl:22])([Cl:23])=[O:24]>>[CH2:1]([CH2:2][CH2:3][CH2:4][CH2:5][CH2:6][CH2:7][CH2:8][CH2:9][CH3:10])[O:11][c:12]1[cH:13][cH:14][c:15]([C:16](=[O:17])[OH:18])[cH:19][cH:20]1.[Cl-:23]. The reactants are C(CNCCNCCN)N (TETA), C1(CCCCC1)=O (cyclohexanone), C1(CCCCC1)=O (cyclohexanone), C(CNCCNCCN)N (TETA), [H][H] (hydrogen). Reagents/catalysts: [Pt] (Pt/C), [Pt] (Pt/C). Run at temperature 80 celsius, time 90 minute. Yields the product C1(CCCCC1)NCCNCCNCCN (Cyclohexyl Triethylenetetramine). Reaction SMILES: [C:1]1(=O)[CH2:6][CH2:5][CH2:4][CH2:3][CH2:2]1.[CH2:8]([NH2:17])[CH2:9][NH:10][CH2:11][CH2:12][NH:13][CH2:14][CH2:15][NH2:16].[H][H]>[Pt]>[CH:1]1([NH:17][CH2:8][CH2:9][NH:10][CH2:11][CH2:12][NH:13][CH2:14][CH2:15][NH2:16])[CH2:6][CH2:5][CH2:4][CH2:3][CH2:2]1. Reported procedure: 2.1 moles of cyclohexanone was reacted with 1 mole of TETA in the presence of hydrogen and 3.5% wt of Pt/C. A 1 L Parr pressure reactor was charged with 292.5 g of TETA, 10 g of Pt/C, and 412.2 g of cyclohexanone. The reactor was sealed and pressure cycled 3× each with nitrogen to remove air and hydrogen to remove the nitrogen. The vessel was then heated to 80° C. and pressurized to 100 psig (7.8 atm) with hydrogen and stirring at 750-1000 rpm. The temperature was held at 80° C. for 90 minutes a...